Dataset: the Open Reaction Database (ORD), a public repository of structured organic reaction records. Task: describe an organic reaction: reactants, conditions, products, and yield The reactants are OC1=CC=C(C=C1)C1=C(C=CC=C1)[N+](=O)[O-] (4-hydroxy-2′-nitrobiphenyl), COC(C1=CC(=CC=C1)CBr)=O (3-(bromomethyl)benzoic acid methyl ester). The product is [N+](=O)([O-])C1=C(C=CC=C1)C1=CC=C(C=C1)OCC=1C=C(C(=O)O)C=CC1 (3-(2′-Nitro-biphenyl-4-yloxymethyl)-benzoic acid). As a reaction SMILES: [OH:1][C:2]1[CH:7]=[CH:6][C:5]([C:8]2[CH:13]=[CH:12][CH:11]=[CH:10][C:9]=2[N+:14]([O-:16])=[O:15])=[CH:4][CH:3]=1.C[O:18][C:19](=[O:28])[C:20]1[CH:25]=[CH:24][CH:23]=[C:22]([CH2:26]Br)[CH:21]=1>>[N+:14]([C:9]1[CH:10]=[CH:11][CH:12]=[CH:13][C:8]=1[C:5]1[CH:6]=[CH:7][C:2]([O:1][CH2:26][C:22]2[CH:21]=[C:20]([CH:25]=[CH:24][CH:23]=2)[C:19]([OH:28])=[O:18])=[CH:3][CH:4]=1)([O-:16])=[O:15]. Procedure details: 3-(2′-Nitro-biphenyl-4-yloxymethyl)-benzoic acid was prepared using general procedure A from 4-hydroxy-2′-nitrobiphenyl (available from TCI America, Portland, Oreg.) and 3-(bromomethyl)benzoic acid methyl ester (available from Lancaster Synthesis Ltd. Morcambe, Lancashire, UK). Yield: 82 mg. Mass spectrum (ES) MH+=350. Starting materials: ClC1=C(C(C=2C=NN(C2C1=O)C)=O)N(C(C)C)C(C)=O (6-Chloro-5-(N-acetyl-N-isopropylamino)-1-methyl-1H-indazole-4,-7-dione), C(C)(C)N (isopropylamine). Run in C(Cl)Cl (methylene chloride). Yields the product C(C)(C)NC1=C(C(C=2C=NN(C2C1=O)C)=O)N(C(C)C)C(C)=O (6-isopropylamino-5-(N-acetyl-N-isopropylamino)-1-methyl-1H-indazole-4,7-dione). Reaction SMILES: Cl[C:2]1[C:10](=[O:11])[C:9]2[N:8]([CH3:12])[N:7]=[CH:6][C:5]=2[C:4](=[O:13])[C:3]=1[N:14]([C:18](=[O:20])[CH3:19])[CH:15]([CH3:17])[CH3:16].[CH:21]([NH2:24])([CH3:23])[CH3:22]>C(Cl)Cl>[CH:21]([NH:24][C:2]1[C:10](=[O:11])[C:9]2[N:8]([CH3:12])[N:7]=[CH:6][C:5]=2[C:4](=[O:13])[C:3]=1[N:14]([C:18](=[O:20])[CH3:19])[CH:15]([CH3:17])[CH3:16])([CH3:23])[CH3:22]. Procedure: 6-Chloro-5-(N-acetyl-N-isopropylamino)-1-methyl-1H-indazole-4,-7-dione (3 grams) and isopropylamine (3 grams) in methylene chloride (25 milliliters) were heated under reflux for 15 minutes. The solvent was then removed under reduced pressure and the residue recrystallized from ethanol to give 6-isopropylamino-5-(N-acetyl-N-isopropylamino)-1-methyl-1H-indazole-4,7-dione as a red solid having a melting point of 123°-126° C.